From a dataset of the Open Reaction Database (ORD), a public repository of structured organic reaction records. describe an organic reaction: reactants, conditions, products, and yield The reactants are BrC=1C=NC(=NC1)C#CC(C)(C)C (5-bromo-2-(3,3-dimethylbut-1-ynyl)pyrimidine), [Cu](C#N)C#N (copper cyanide). The solvent is CN1CCCC1 (N-methyl pyrrolidine). Reaction conditions: temperature 200 celsius. Yields the product CC(C#CC1=NC=C(C=N1)C#N)(C)C (2-(3,3-dimethylbut-1-ynyl)pyrimidine-5-carbonitrile). The yield is 67.5%. As a reaction SMILES: Br[C:2]1[CH:3]=[N:4][C:5]([C:8]#[C:9][C:10]([CH3:13])([CH3:12])[CH3:11])=[N:6][CH:7]=1.[Cu](C#N)[C:15]#[N:16]>CN1CCCC1>[CH3:11][C:10]([CH3:13])([CH3:12])[C:9]#[C:8][C:5]1[N:4]=[CH:3][C:2]([C:15]#[N:16])=[CH:7][N:6]=1. Procedure details: A mixture of 5-bromo-2-(3,3-dimethylbut-1-ynyl)pyrimidine (2.5 g, 0.010 mol) and copper cyanide (1.4 g, 0.016 mol) in N-methyl pyrrolidine was heated in a sealed tube at 200° C. for 24 hours. The mixture was allowed to cool to room temperature and filtered through Celite® and the filtrate was concentrated under vaccum. The residue was purified by column chromatography on silica gel with an ethyl acetate: hexane (0-50% gradient) to give the product (1.25 g). Starting materials: resultant mixture, CC(C)([O-])C.[Na+] (sodium tert-butoxide), C(CCC)C1=CC=C(N)C=C1 (4-n-butyl aniline), BrC1=CC=C(C=C1)\C=C\C1=CC=C(C=C1)Br (trans-4,4′-dibromostilbene). The reagents and catalysts are C=1C=CC(=CC1)/C=C/C(=O)/C=C/C2=CC=CC=C2.C=1C=CC(=CC1)/C=C/C(=O)/C=C/C2=CC=CC=C2.C=1C=CC(=CC1)/C=C/C(=O)/C=C/C2=CC=CC=C2.[Pd].[Pd] (Pd2(dba)3), C1(=CC=CC=C1)P(C1=CC=CC=C1)[C-]1C=CC=C1.[C-]1(C=CC=C1)P(C1=CC=CC=C1)C1=CC=CC=C1.[Fe+2] (bis-(diphenylphosphino)ferrocene). Solvent: C1(=CC=CC=C1)C (toluene). Conditions: temperature 90 celsius, time 8 hour. The product is C(CCC)C1=CC=C(C=C1)NC1=CC=C(C=C1)\C=C\C1=CC=C(C=C1)NC1=CC=C(C=C1)CCCC (trans-4,4′-di(p-n-butylphenyl)aminostilbene). As a reaction SMILES: Br[C:2]1[CH:7]=[CH:6][C:5](/[CH:8]=[CH:9]/[C:10]2[CH:15]=[CH:14][C:13](Br)=[CH:12][CH:11]=2)=[CH:4][CH:3]=1.[CH3:17][C:18]([CH3:21])([O-])[CH3:19].[Na+].[CH2:23]([C:27]1[CH:33]=[CH:32][C:30]([NH2:31])=[CH:29][CH:28]=1)[CH2:24][CH2:25][CH3:26]>C1(C)C=CC=CC=1.C1C=CC(/C=C/C(/C=C/C2C=CC=CC=2)=O)=CC=1.C1C=CC(/C=C/C(/C=C/C2C=CC=CC=2)=O)=CC=1.C1C=CC(/C=C/C(/C=C/C2C=CC=CC=2)=O)=CC=1.[Pd].[Pd].C1(P([C-]2C=CC=C2)C2C=CC=CC=2)C=CC=CC=1.[C-]1(P(C2C=CC=CC=2)C2C=CC=CC=2)C=CC=C1.[Fe+2]>[CH2:17]([C:18]1[CH:21]=[CH:32][C:30]([NH:31][C:2]2[CH:7]=[CH:6][C:5](/[CH:8]=[CH:9]/[C:10]3[CH:15]=[CH:14][C:13]([NH:31][C:30]4[CH:29]=[CH:28][C:27]([CH2:23][CH2:24][CH2:25][CH3:26])=[CH:33][CH:32]=4)=[CH:12][CH:11]=3)=[CH:4][CH:3]=2)=[CH:29][CH:19]=1)[CH2:24][CH2:23][CH3:27] |f:1.2,5.6.7.8.9,10.11.12|. Reported procedure: To a solution of tris(di-benzylideneacetone)dipalladium (Pd2(dba)3) (0.335 g, 0.365 mmol) and bis-(diphenylphosphino)ferrocene (DPPF) (0.294 g, 0.530 mmol) in dry toluene (20 ml) under nitrogen atmosphere was added trans-4,4′-dibromostilbene (10) (2.0 g, 5.91 mmol) at room temperature, and the resultant mixture was stirred for 10 min, sodium tert-butoxide (2.6 g) and 4-n-butyl aniline (1.77 g, 11.83 mmol) were added to this solution and stirred at 90° C. overnight. The solid was collected, washe...